From a dataset of the Open Reaction Database (ORD), a public repository of structured organic reaction records. describe an organic reaction: reactants, conditions, products, and yield Reactants: C1CCOC1, O=C1C=CC(=O)O1, Sc1nnc(S)s1. Product: O=C1CC(Sc2nnc(S)s2)C(=O)O1. Reaction SMILES: [O:15]1[CH2:16][CH2:17][CH2:18][CH2:19]1.[O:8]=[C:9]1[O:10][C:11](=[O:12])[CH:13]=[CH:14]1.[SH:1][c:2]1[s:3][c:4]([SH:7])[n:5][n:6]1>>[SH:1][c:2]1[s:3][c:4]([S:7][CH:14]2[C:9](=[O:8])[O:10][C:11](=[O:12])[CH2:13]2)[n:5][n:6]1. Starting materials: BrB(Br)Br, ClCCl, COc1ccc(Cn2ccc3c4c(N)nc(N)nc4ccc32)cc1, O. The product is Nc1nc(N)c2c(ccc3c2ccn3Cc2ccc(O)cc2)n1. As a reaction SMILES: [B:25]([Br:26])([Br:27])[Br:28].[CH2:30]([Cl:31])[Cl:32].[CH3:1][O:2][c:3]1[cH:4][cH:5][c:6]([CH2:9][n:10]2[cH:11][cH:12][c:13]3[c:14]4[c:15]([NH2:24])[n:16][c:17]([NH2:23])[n:18][c:19]4[cH:20][cH:21][c:22]23)[cH:7][cH:8]1.[OH2:29]>>[OH:2][c:3]1[cH:4][cH:5][c:6]([CH2:9][n:10]2[cH:11][cH:12][c:13]3[c:14]4[c:15]([NH2:24])[n:16][c:17]([NH2:23])[n:18][c:19]4[cH:20][cH:21][c:22]23)[cH:7][cH:8]1. Reactants: liquid, O=C[C@H](O)[C@@H](O)[C@H](O)[C@H](O)CO (glucose), CC1([C@H]([C@@H]1C=C(Cl)Cl)C(=O)[O-])C (trans-2,2-dimethyl-3(2,2-dichlorovinyl)cyclopropane carboxylate). Run in O (water). Conditions: temperature 30 celsius, time 20 hour. Product: CC1(C(C1C=C(Cl)Cl)C(=O)O)C (2,2-dimethyl-3-(2,2-dichlorovinyl)cyclopropane carboxylic acid). RXN SMILES: O=C[C@@H]([C@H]([C@@H]([C@@H](CO)O)O)O)O.[CH3:13][C:14]1([CH3:24])[C@@H:16]([CH:17]=[C:18]([Cl:20])[Cl:19])[C@@H:15]1[C:21]([O-:23])=[O:22]>O>[CH3:13][C:14]1([CH3:24])[CH:16]([CH:17]=[C:18]([Cl:20])[Cl:19])[CH:15]1[C:21]([OH:23])=[O:22]. Procedure: After 100 ml of a liquid medium (pH 6.5, prepared by dissolving 5.0 g of peptone, 10.0 g of glucose, 3.0 g of malt extract and 3.0 g of yeast extract in 1 l of water) was put in a 500 ml flask and sterilized, a loopful of cells of the microorganism each shown in the Table 4 was inoculated from slant culture into the sterilized liquid medium and was subjected to shaking culture at 30° C. for 20 hours. To the cultured solution was added 1.0 g of ethyl (±)-cis, trans-2,2-dimethyl-3(2,2-dichloroviny... Starting materials: ClC(=O)O[C@H](C(=O)OCC1=CC=CC=C1)CC(C)C (benzyl (2S)-2-chlorocarbonyloxy-4-methylvalerate), C1(CCCCC1)N (cyclohexylamine). Run in O1CCCC1 (tetrahydrofuran). Reaction conditions: time 10 minute. Product: C1(CCCCC1)NC(=O)O[C@H](C(=O)OCC1=CC=CC=C1)CC(C)C (benzyl (2S)-2-cyclohexylcarbamoyloxy-4-methylvalerate). The yield is 65.9%. As a reaction SMILES: Cl[C:2]([O:4][C@@H:5]([CH2:16][CH:17]([CH3:19])[CH3:18])[C:6]([O:8][CH2:9][C:10]1[CH:15]=[CH:14][CH:13]=[CH:12][CH:11]=1)=[O:7])=[O:3].[CH:20]1([NH2:26])[CH2:25][CH2:24][CH2:23][CH2:22][CH2:21]1>O1CCCC1>[CH:20]1([NH:26][C:2]([O:4][C@@H:5]([CH2:16][CH:17]([CH3:19])[CH3:18])[C:6]([O:8][CH2:9][C:10]2[CH:15]=[CH:14][CH:13]=[CH:12][CH:11]=2)=[O:7])=[O:3])[CH2:25][CH2:24][CH2:23][CH2:22][CH2:21]1. Reported procedure: To a solution of benzyl (2S)-2-chlorocarbonyloxy-4-methylvalerate (0.56 g) in tetrahydrofuran (11 ml) was added cyclohexylamine (0.40 g) at room temperature. After being stirred for 10 minutes, the solvent was removed by evaporation under reduced pressure, and the residue was dissolved in ethyl acetate (30 ml). The solution was washed with 1N HCl, water and brine successively. The organic layer was dried over magnesium sulfate and concentrated in vacuo. The residual solid was triturated with hex... Starting materials: CN=C(C1=CC=C(C=C1)[N+](=O)[O-])Cl (N-methyl 4-nitrobenzimidoyl chloride), ClS(=O)(=O)O (chlorosulfonic acid), CN1C(=CC(=C1)C)CC(=O)OC (methyl 1,4-dimethyl-1H-pyrrole-2-acetate), Cl(=O)(=O)(=O)O (perchloric acid). The solvent is alcohol. Product: Cl(=O)(=O)(=O)O.CN1C(=CC(=C1C(C1=CC=C(C=C1)[N+](=O)[O-])=NC)C)CC(=O)OC (Methyl 1,4-Dimethyl-5-[(methylimino)(4-nitrophenyl)methyl]-1H-pyrrole-2-acetate Perchlorate), yellow solid. Isolated yield 65.0%. As a reaction SMILES: [CH3:1][N:2]=[C:3](Cl)[C:4]1[CH:9]=[CH:8][C:7]([N+:10]([O-:12])=[O:11])=[CH:6][CH:5]=1.ClS(O)(=O)=O.[CH3:19][N:20]1[CH:24]=[C:23]([CH3:25])[CH:22]=[C:21]1[CH2:26][C:27]([O:29][CH3:30])=[O:28].[Cl:31]([OH:35])(=[O:34])(=[O:33])=[O:32]>>[Cl:31]([OH:35])(=[O:34])(=[O:33])=[O:32].[CH3:19][N:20]1[C:24]([C:3](=[N:2][CH3:1])[C:4]2[CH:9]=[CH:8][C:7]([N+:10]([O-:12])=[O:11])=[CH:6][CH:5]=2)=[C:23]([CH3:25])[CH:22]=[C:21]1[CH2:26][C:27]([O:29][CH3:30])=[O:28] |f:4.5|. Reported procedure: The title compound was prepared as in Example X from N-methyl 4-nitrobenzimidoyl chloride (2.0 g, 10.1 mmole) in alcohol free chloroform (30 ml), chlorosulfonic acid (0.12 g, 1 mmole), methyl 1,4-dimethyl-1H-pyrrole-2-acetate (1.68 g, 10.06 mmole) and 70% perchloric acid (1.57 g, 11 mmole) to yield 2.77 g (65%) of a yellow solid, m.p. 108° C. (dec). The reactants are ClC1=CC(=C(NC2=C(C3=C(S2)C=CC=C3)C(=O)OCC)C=C1)[N+](=O)[O-] (ethyl 2-(4-chloro-2-nitroanilino)benzo[b]thiophene-3-carboxylate), [H][H] (hydrogen). The reagents and catalysts are [C].[Pd] (palladium-carbon). Run in C(C)(=O)OCC (ethyl acetate). Product: NC1=C(NC2=C(C3=C(S2)C=CC=C3)C(=O)OCC)C=CC(=C1)Cl (ethyl 2-(2-amino-4-chloroanilino)benzo[b]thiophene-3-carboxylate). Reaction SMILES: [Cl:1][C:2]1[CH:22]=[CH:21][C:5]([NH:6][C:7]2[S:11][C:10]3[CH:12]=[CH:13][CH:14]=[CH:15][C:9]=3[C:8]=2[C:16]([O:18][CH2:19][CH3:20])=[O:17])=[C:4]([N+:23]([O-])=O)[CH:3]=1.[H][H]>[C].[Pd].C(OCC)(=O)C>[NH2:23][C:4]1[CH:3]=[C:2]([Cl:1])[CH:22]=[CH:21][C:5]=1[NH:6][C:7]1[S:11][C:10]2[CH:12]=[CH:13][CH:14]=[CH:15][C:9]=2[C:8]=1[C:16]([O:18][CH2:19][CH3:20])=[O:17] |f:2.3|. Procedure: In the same manner as in Starting Material Synthesis Example 19 and using ethyl 2-(4-chloro-2-nitroanilino)benzo[b]thiophene-3-carboxylate, ethyl acetate, 10% palladium-carbon and hydrogen (60 atm kg/cm2), ethyl 2-(2-amino-4-chloroanilino)benzo[b]thiophene-3-carboxylate is obtained.